The task is: describe an organic reaction: reactants, conditions, products, and yield. This data is from the Open Reaction Database (ORD), a public repository of structured organic reaction records. The reactants are C(C)O (Ethanol), C(CC(=O)C)(=O)[O-].[Li+] (Lithium acetoacetate), C(=N)(N)NN.Cl (aminoguanidine HCl). Run in O (water), O (water). Conditions: time 24 hour. The product is C(N)(=N)NN=C(CC(=O)O)C (Acetoacetic Acid Guanylhydrazone). Yield: 54.9%. RXN SMILES: [C:1]([O-:7])(=[O:6])[CH2:2][C:3]([CH3:5])=O.[Li+].[C:9]([NH:12][NH2:13])([NH2:11])=[NH:10].Cl.C(O)C>O>[C:9]([NH:12][N:13]=[C:3]([CH3:5])[CH2:2][C:1]([OH:7])=[O:6])(=[NH:10])[NH2:11] |f:0.1,2.3|. Procedure: Lithium acetoacetate (0.655 g) in 2 ml water treated with 0.665 g aminoguanidine HCl in 1.33 ml water. The solution was heated to reflux over 30 minutes and then allowed to cool. Ethanol (10 ml) was added and the mixture was stored at -20° C. for 24 hrs., then at 4° C. for 24 hrs. The mixture was allowed to reach room temperature and filtered. The filtrate was concentrated to a paste and triturated with 5 ml ethanol. Filtration and washing with ethanol gave 0.522 g of the hydrazone as a microcry...